From a dataset of the Open Reaction Database (ORD), a public repository of structured organic reaction records. describe an organic reaction: reactants, conditions, products, and yield The reactants are FC1=C(C=C(CNC(=O)C2=CC(=NC=N2)C(=O)NCC2=CC=C(C=C2)CC(=O)OCC)C=C1)C (ethyl [4-({[6-(4-fluoro-3-methylbenzylcarbamoyl)pyrimidine-4-carbonyl]amino}methyl)phenyl]acetate), [OH-].[Na+] (NaOH). Solvent: O (water), O (water). Conditions: time 5 day. The product is FC1=C(C=C(CNC(=O)C2=CC(=NC=N2)C(=O)NCC2=CC=C(C=C2)CC(=O)O)C=C1)C ([4-({[6-(4-Fluoro-3-methylbenzylcarbamoyl)pyrimidine-4-carbonyl]amino}-methyl)phenyl]acetic acid). As a reaction SMILES: [F:1][C:2]1[CH:33]=[CH:32][C:5]([CH2:6][NH:7][C:8]([C:10]2[N:15]=[CH:14][N:13]=[C:12]([C:16]([NH:18][CH2:19][C:20]3[CH:25]=[CH:24][C:23]([CH2:26][C:27]([O:29]CC)=[O:28])=[CH:22][CH:21]=3)=[O:17])[CH:11]=2)=[O:9])=[CH:4][C:3]=1[CH3:34].[OH-].[Na+]>O>[F:1][C:2]1[CH:33]=[CH:32][C:5]([CH2:6][NH:7][C:8]([C:10]2[N:15]=[CH:14][N:13]=[C:12]([C:16]([NH:18][CH2:19][C:20]3[CH:25]=[CH:24][C:23]([CH2:26][C:27]([OH:29])=[O:28])=[CH:22][CH:21]=3)=[O:17])[CH:11]=2)=[O:9])=[CH:4][C:3]=1[CH3:34] |f:1.2|. Reported procedure: 2.4 g (5.2 mmol) of ethyl [4-({[6-(4-fluoro-3-methylbenzylcarbamoyl)pyrimidine-4-carbonyl]amino}methyl)phenyl]acetate were taken up in 150 ml of water, after which 10 ml of water and 0.227 g (5.7 mmol) of NaOH were added. After 5 days of stirring at room temperature, the solvent was removed under reduced pressure and the residue was stirred up with ethanol and filtered off. This resulted in 1.51 g (67%) of [4-({[6-(4-fluoro-3-methylbenzylcarbamoyl)pyrimidine-4-carbonyl]amino}methyl)phenyl]acetic...